Dataset: the Open Reaction Database (ORD), a public repository of structured organic reaction records. Task: describe an organic reaction: reactants, conditions, products, and yield Reactants: CC(Cl)c1cccnc1, O=C(O)c1cc(N2CCOC2=O)ccc1F. Reagents/catalysts: O=C([O-])[O-].[Cs+].[Cs+] (cesium carbonate), [I-].[K+] (potassium iodide). The solvent is CN(C)C=O (DMF), CN(C)C=O (dmf), CN(C)C=O (DMF). Conditions: temperature 70 celsius, time 16 hour. The product is CC(OC(=O)c1cc(N2CCOC2=O)ccc1F)c1cccnc1. Starting materials: O=C1C=CCCC1, COC(=O)CC(=O)OC, CC(C)(C)O. Product: COC(=O)C(C(=O)OC)C1CCCC(=O)C1. As a reaction SMILES: [C:1]1(=[O:7])[CH:2]=[CH:3][CH2:4][CH2:5][CH2:6]1.[C:8]([CH2:9][C:10](=[O:11])[O:12][CH3:13])(=[O:14])[O:15][CH3:16].[CH3:17][C:18]([OH:19])([CH3:20])[CH3:21]>>[C:1]1(=[O:7])[CH2:2][CH:3]([CH:9]([C:8](=[O:14])[O:15][CH3:16])[C:10](=[O:11])[O:12][CH3:13])[CH2:4][CH2:5][CH2:6]1.